From a dataset of the Open Reaction Database (ORD), a public repository of structured organic reaction records. describe an organic reaction: reactants, conditions, products, and yield Reactants: Cc1nn(-c2ccc(CCCl)cc2)c(C)c1-c1cccc(C#N)c1, [Na+], [OH-], O=S(=O)(O)O. Product: Cc1nn(-c2ccc(CCCl)cc2)c(C)c1-c1cccc(C(N)=O)c1. As a reaction SMILES: [Cl:1][CH2:2][CH2:3][c:4]1[cH:5][cH:6][c:7](-[n:10]2[n:11][c:12]([CH3:24])[c:13](-[c:16]3[cH:17][c:18]([C:19]#[N:20])[cH:21][cH:22][cH:23]3)[c:14]2[CH3:15])[cH:8][cH:9]1.[Na+:26].[OH-:25].[S:27](=[O:28])(=[O:29])([OH:30])[OH:31]>>[Cl:1][CH2:2][CH2:3][c:4]1[cH:5][cH:6][c:7](-[n:10]2[n:11][c:12]([CH3:24])[c:13](-[c:16]3[cH:17][c:18]([C:19]([NH2:20])=[O:25])[cH:21][cH:22][cH:23]3)[c:14]2[CH3:15])[cH:8][cH:9]1. The reactants are CC(C)(C)c1cc(NC(=O)Nc2cccc(O)c2)no1, O=C([O-])[O-], CC(C)O, COCCOc1cc2ncnc(Cl)c2cc1OC, [Cs+], [Cs+]. Product: COCCOc1cc2ncnc(Oc3cccc(NC(=O)Nc4cc(C(C)(C)C)on4)c3)c2cc1OC. RXN SMILES: [C:1]([CH3:2])([CH3:3])([CH3:4])[c:5]1[cH:6][c:7]([NH:10][C:11](=[O:12])[NH:13][c:14]2[cH:15][c:16]([OH:20])[cH:17][cH:18][cH:19]2)[n:8][o:9]1.[C:39](=[O:40])([O-:41])[O-:42].[CH:45]([OH:46])([CH3:47])[CH3:48].[Cl:21][c:22]1[n:23][cH:24][n:25][c:26]2[cH:27][c:28]([O:34][CH2:35][CH2:36][O:37][CH3:38])[c:29]([O:32][CH3:33])[cH:30][c:31]12.[Cs+:43].[Cs+:44]>>[C:1]([CH3:2])([CH3:3])([CH3:4])[c:5]1[cH:6][c:7]([NH:10][C:11](=[O:12])[NH:13][c:14]2[cH:15][c:16]([O:20][c:22]3[n:23][cH:24][n:25][c:26]4[cH:27][c:28]([O:34][CH2:35][CH2:36][O:37][CH3:38])[c:29]([O:32][CH3:33])[cH:30][c:31]34)[cH:17][cH:18][cH:19]2)[n:8][o:9]1. Reactants: CCOC(=O)C1CC(NCc2ccc(-c3nc(-c4ccc(CC(C)C)cc4)no3)cc2)C1, CCO, Cl, [Na+], [OH-]. Product: CC(C)Cc1ccc(-c2noc(-c3ccc(CNC4CC(C(=O)O)C4)cc3)n2)cc1, Cl. RXN SMILES: [CH2:3]([CH:4]([CH3:5])[CH3:6])[c:7]1[cH:8][cH:9][c:10](-[c:13]2[n:14][o:15][c:16](-[c:18]3[cH:19][cH:20][c:21]([CH2:22][NH:23][CH:24]4[CH2:25][CH:26]([C:28](=[O:29])[O:30][CH2:31][CH3:32])[CH2:27]4)[cH:33][cH:34]3)[n:17]2)[cH:11][cH:12]1.[CH3:36][CH2:37][OH:38].[ClH:35].[Na+:2].[OH-:1]>>[CH2:3]([CH:4]([CH3:5])[CH3:6])[c:7]1[cH:8][cH:9][c:10](-[c:13]2[n:14][o:15][c:16](-[c:18]3[cH:19][cH:20][c:21]([CH2:22][NH:23][CH:24]4[CH2:25][CH:26]([C:28](=[O:29])[OH:30])[CH2:27]4)[cH:33][cH:34]3)[n:17]2)[cH:11][cH:12]1.[ClH:35].